This data is from the Open Reaction Database (ORD), a public repository of structured organic reaction records. The task is: describe an organic reaction: reactants, conditions, products, and yield Starting materials: CC#N, CN(C)C=O, CC1(C)Oc2ccc(C#N)cc2C(N)C1O, O=C(O)Nc1cccc(-c2ncno2)c1. The product is CC1(C)Oc2ccc(C#N)cc2C(NC(=O)Nc2cccc(-c3ncno3)c2)C1O. RXN SMILES: [CH3:32][C:33]#[N:34].[CH3:35][N:36]([CH3:37])[CH:38]=[O:39].[NH2:1][CH:2]1[CH:3]([OH:16])[C:4]([CH3:14])([CH3:15])[O:5][c:6]2[c:7]1[cH:8][c:9]([C:12]#[N:13])[cH:10][cH:11]2.[o:17]1[n:18][cH:19][n:20][c:21]1-[c:22]1[cH:23][c:24]([NH:28][C:29]([OH:30])=[O:31])[cH:25][cH:26][cH:27]1>>[NH:1]([CH:2]1[CH:3]([OH:16])[C:4]([CH3:14])([CH3:15])[O:5][c:6]2[c:7]1[cH:8][c:9]([C:12]#[N:13])[cH:10][cH:11]2)[C:29]([NH:28][c:24]1[cH:23][c:22](-[c:21]2[o:17][n:18][cH:19][n:20]2)[cH:27][cH:26][cH:25]1)=[O:30]. Starting materials: BrCCCCCCOCCC1=NC=CC=C1 (2-[2[(6-bromohexyl)oxy]ethyl]pyridine), O.O.O.C(C)(=O)[O-].[Na+] (sodium acetate trihydrate), [Cl-] (chloride), [OH-].[Na+] (sodium hydroxide). Solvent: O (water), C(C)O (ethanol). Yields the product N1=C(C=CC=C1)CCOCCCCCCO (6-[2-(2-Pyridinyl)ethoxy]hexanol). The yield is 70.3%. Reaction SMILES: Br[CH2:2][CH2:3][CH2:4][CH2:5][CH2:6][CH2:7][O:8][CH2:9][CH2:10][C:11]1[CH:16]=[CH:15][CH:14]=[CH:13][N:12]=1.O.O.O.C([O-])(=[O:22])C.[Na+].[Cl-].[OH-].[Na+]>C(O)C.O>[N:12]1[CH:13]=[CH:14][CH:15]=[CH:16][C:11]=1[CH2:10][CH2:9][O:8][CH2:7][CH2:6][CH2:5][CH2:4][CH2:3][CH2:2][OH:22] |f:1.2.3.4.5,7.8|. Procedure: A mixture of 2-[2[(6-bromohexyl)oxy]ethyl]pyridine (9.0 g), sodium acetate trihydrate (34.24 g), trictylpropylammonium chloride (1.9 g) and water (25 ml) was stirred under reflux for 2 h. 2N sodium hydroxide solution (50 ml) and ethanol (50 ml) were added to the cooled mixture which was further stirred for 10 min at room temperature. The ethanol was evaporated in vacuo and the residue diluted with brine (150 ml) and extracted with ether (2×100 ml). The combined organic extracts were washed succe... Conditions: time 2 hour. The solvent is FC(C(=O)O)(F)F (trifluoroacetic acid). Product: C1(C=2C(C(N1CC(=O)NC(CC1CCCC1)(C)C)=O)=CC=CC2)=O (2-Phthalimido-N-(1,1-dimethyl-2-cyclopentylethyl)acetamide). RXN SMILES: [C:1]1(=[O:14])[N:5]([CH2:6][C:7]#[N:8])[C:4](=[O:9])[C:3]2=[CH:10][CH:11]=[CH:12][CH:13]=[C:2]12.[CH:15]1([CH2:20][C:21]([CH3:24])([CH3:23])O)[CH2:19][CH2:18][CH2:17][CH2:16]1.[OH2:25]>FC(F)(F)C(O)=O>[C:4]1(=[O:9])[N:5]([CH2:6][C:7]([NH:8][C:21]([CH3:24])([CH3:23])[CH2:20][CH:15]2[CH2:19][CH2:18][CH2:17][CH2:16]2)=[O:25])[C:1](=[O:14])[C:2]2=[CH:13][CH:12]=[CH:11][CH:10]=[C:3]12. Procedure: To a solution of 2-phthalimidoacetonitrile (11.2 g, 60 mmol) in trifluoroacetic acid (25 ml) at 0°-5° was added 2-cyclopentyl-1,1-dimethylethanol (8.52 g, 60 mmol) over 20 minutes. The reaction mixture was then stirred at 25° for 2 hours, poured into stirred water (200 ml), and the precipitated solid collected. The crude product was crystallized from ethanol-water (1:1) giving colourless needles m.p. 159°-160°. Found: C, 69.66; H, 7.18; N, 8.22. C19H24N2O3 requires C, 69.51; H, 7.32; N, 8.53. Reactants: C1(C=2C(C(N1CC#N)=O)=CC=CC2)=O (2-phthalimidoacetonitrile), C1(CCCC1)CC(O)(C)C (2-cyclopentyl-1,1-dimethylethanol), O (water).